From a dataset of the Open Reaction Database (ORD), a public repository of structured organic reaction records. describe an organic reaction: reactants, conditions, products, and yield Starting materials: Oc1ccc(Br)cc1, CC(C)CI, [Na+], CN(C)C=O, [OH-]. Yields the product CC(C)COc1ccc(Br)cc1. As a reaction SMILES: [Br:1][c:2]1[cH:3][cH:4][c:5]([OH:8])[cH:6][cH:7]1.[I:9][CH2:10][CH:11]([CH3:12])[CH3:13].[Na+:15].[O:16]=[CH:17][N:18]([CH3:19])[CH3:20].[OH-:14]>>[Br:1][c:2]1[cH:3][cH:4][c:5]([O:8][CH2:10][CH:11]([CH3:12])[CH3:13])[cH:6][cH:7]1. Yields the product O=C1c2ccccc2C(=O)N1OCCOCCOCCOCCO. Reactants: CO, COc1ccc(C(OCCOCCOCCOCCON2C(=O)c3ccccc3C2=O)(c2ccccc2)c2ccc(OC)cc2)cc1, O=C(O)C(Cl)Cl. RXN SMILES: [CH3:54][OH:55].[CH3:7][O:8][c:9]1[cH:10][cH:11][c:12]([C:13]([c:14]2[cH:15][cH:16][cH:17][cH:18][cH:19]2)([c:20]2[cH:21][cH:22][c:23]([O:24][CH3:25])[cH:26][cH:27]2)[O:28][CH2:29][CH2:30][O:31][CH2:32][CH2:33][O:34][CH2:35][CH2:36][O:37][CH2:38][CH2:39][O:40][N:41]2[C:42](=[O:51])[c:43]3[c:44]([cH:47][cH:48][cH:49][cH:50]3)[C:45]2=[O:46])[cH:52][cH:53]1.[OH:1][C:2]([CH:3]([Cl:4])[Cl:5])=[O:6]>>[OH:28][CH2:29][CH2:30][O:31][CH2:32][CH2:33][O:34][CH2:35][CH2:36][O:37][CH2:38][CH2:39][O:40][N:41]1[C:42](=[O:51])[c:43]2[c:44]([cH:47][cH:48][cH:49][cH:50]2)[C:45]1=[O:46]. The reactants are IC1=NC=CC=C1OC (2-iodo-3-methoxypyridine), C(=O)(OC(C)(C)C)N1CCNCCC1 (BOC-homopiperazine), trisdibenzylideneacetone dipalladium, CC(C)([O-])C.[Na+] (sodium t-butoxide). Reagents/catalysts: C1(CCCCC1)P(C1=C(C=CC=C1)C1=C(C=CC=C1)N(C)C)C1CCCCC1 (2-dicyclohexylphosphino-2′-(N,N-dimethylamino)biphenyl). Run in C1(=CC=CC=C1)C (Toluene). Conditions: temperature 65 celsius. The product is C(C)(C)(C)OC(=O)N1CCN(CCC1)C1=NC=CC=C1OC (4-(3-Methoxypyridin-2-yl)-[1,4]diazepane-1-carboxylic Acid Tert-Butyl Ester). As a reaction SMILES: I[C:2]1[C:7]([O:8][CH3:9])=[CH:6][CH:5]=[CH:4][N:3]=1.[C:10]([N:17]1[CH2:23][CH2:22][CH2:21][NH:20][CH2:19][CH2:18]1)([O:12][C:13]([CH3:16])([CH3:15])[CH3:14])=[O:11].CC(C)([O-])C.[Na+]>C1(P(C2CCCCC2)C2C=CC=CC=2C2C=CC=CC=2N(C)C)CCCCC1.C1(C)C=CC=CC=1>[C:13]([O:12][C:10]([N:17]1[CH2:23][CH2:22][CH2:21][N:20]([C:2]2[C:7]([O:8][CH3:9])=[CH:6][CH:5]=[CH:4][N:3]=2)[CH2:19][CH2:18]1)=[O:11])([CH3:16])([CH3:14])[CH3:15] |f:2.3|. Reported procedure: Toluene (1.5 mL) was added to a mixture of 2-iodo-3-methoxypyridine (350 mg, 1.49 mmol), BOC-homopiperazine (0.410 mL, 2.09 mL), 2-dicyclohexylphosphino-2′-(N,N-dimethylamino)biphenyl (26 mg, 0.07 mmol), and trisdibenzylideneacetone dipalladium (20 mg, 0.02 mmol). To this suspension was added sodium t-butoxide (201 mg, 2.09 mmol) and the mixture was heated to 65° C. for 15 h. The mixture was filtered through celite, and the filter cake was washed with EtOAc. The resulting solution was washed wit... The reactants are ClC1=C(C=C(C=C1)[C@]1(O)[C@H](O)[C@@H](O)[C@H](O)[C@H](O1)CO)CC1=CC=C(C=C1)C#C (1-chloro-4-(β-D-glucopyranos-1-yl)-2-(4-ethynyl-benzyl)-benzene), IC=1C=NNC1 (4-iodo-1H-pyrazole). Yields the product ClC1=C(C=C(C=C1)[C@]1(O)[C@H](O)[C@@H](O)[C@H](O)[C@H](O1)CO)CC1=CC=C(C=C1)C#CC=1C=NNC1 (1-Chloro-4-(β-D-glucopyranos-1-yl)-2-[4-(1H-pyrazol-4-yl-ethynyl)-benzyl]-benzene). Reaction SMILES: [Cl:1][C:2]1[CH:7]=[CH:6][C:5]([C@:8]2([O:17][C@H:16]([CH2:18][OH:19])[C@@H:14]([OH:15])[C@H:12]([OH:13])[C@H:10]2[OH:11])[OH:9])=[CH:4][C:3]=1[CH2:20][C:21]1[CH:26]=[CH:25][C:24]([C:27]#[CH:28])=[CH:23][CH:22]=1.I[C:30]1[CH:31]=[N:32][NH:33][CH:34]=1>>[Cl:1][C:2]1[CH:7]=[CH:6][C:5]([C@:8]2([O:17][C@H:16]([CH2:18][OH:19])[C@@H:14]([OH:15])[C@H:12]([OH:13])[C@H:10]2[OH:11])[OH:9])=[CH:4][C:3]=1[CH2:20][C:21]1[CH:22]=[CH:23][C:24]([C:27]#[C:28][C:30]2[CH:31]=[N:32][NH:33][CH:34]=2)=[CH:25][CH:26]=1. Reported procedure: The compound was obtained starting from 1-chloro-4-(β-D-glucopyranos-1-yl)-2-(4-ethynyl-benzyl)-benzene and 4-iodo-1H-pyrazole. The reactants are ClC1=CC=C(C=C2C(C3=CC=CC4C3(C2)O4)=O)C=C1 (2-(p-chlorobenzylidene)-1-indanone oxide), Cl (HCl), O1CCN(CC1)CCCNN (3-morpholinopropylhydrazine), C(C)(=O)O (acetic acid). Solvent: CCO (EtOH), CC#N (MeCN). Product: Cl.ClC1=CC=C(C=C1)C1=C2C(=NN1CCCN1CCOCC1)C1=CC=CC=C1C2 (3-(4-Chlorophenyl)-2,4-dihydro-2-[3-(4-morpholinyl)-propyl]indeno[1,2-c]pyrazole, hydrochloride). Yield: 134.7%. As a reaction SMILES: [Cl:1][C:2]1[CH:19]=[CH:18][C:5]([CH:6]=[C:7]2[CH2:15][C:14]34O[CH:13]3[CH:12]=[CH:11][CH:10]=[C:9]4[C:8]2=O)=[CH:4][CH:3]=1.[O:20]1[CH2:25][CH2:24][N:23]([CH2:26][CH2:27][CH2:28][NH:29][NH2:30])[CH2:22][CH2:21]1.C(O)(=O)C.Cl>CCO.CC#N>[ClH:1].[Cl:1][C:2]1[CH:19]=[CH:18][C:5]([C:6]2[N:29]([CH2:28][CH2:27][CH2:26][N:23]3[CH2:22][CH2:21][O:20][CH2:25][CH2:24]3)[N:30]=[C:8]3[C:9]4[C:14]([CH2:15][C:7]=23)=[CH:13][CH:12]=[CH:11][CH:10]=4)=[CH:4][CH:3]=1 |f:6.7|. Reported procedure: Interaction of 16.1 g (0.059 mole) of 2-(p-chlorobenzylidene)-1-indanone oxide and 10.0 g (0.063 mole) of 3-morpholinopropylhydrazine in 285 ml of EtOH in the presence of 9.6 ml of glacial acetic acid as described in Example 1 yields 20.2 g of crude base as a yellow-orange viscous syrup. The latter is dissolved in 150 ml of warm MeCN, cooled, and treated with 9.3 ml of 5.5 N alcoholic HCl. After filtering a small amount of solid which has separated, the solution is diluted to 550 ml with ether. ... The reactants are ClC1=CC=CC2=C1CCCC1=C2C=CC=C1 (4-chloro-6,7-dihydro-5H-dibenzo[a,c]cycloheptene), cuprous cyanide, N1=CC=CC=C1 (pyridine). Run in C(Cl)Cl (methylene chloride). The product is C1=CC=C(C2=C1C1=C(CCC2)C=CC=C1)C#N (6,7-dihydro-5H-dibenzo[a,c]cycloheptene-4-carbonitrile). As a reaction SMILES: Cl[C:2]1[C:7]2[CH2:8][CH2:9][CH2:10][C:11]3[CH:16]=[CH:15][CH:14]=[CH:13][C:12]=3[C:6]=2[CH:5]=[CH:4][CH:3]=1.[N:17]1C=CC=C[CH:18]=1>C(Cl)Cl>[CH:5]1[C:6]2[C:12]3[CH:13]=[CH:14][CH:15]=[CH:16][C:11]=3[CH2:10][CH2:9][CH2:8][C:7]=2[C:2]([C:18]#[N:17])=[CH:3][CH:4]=1. Procedure: Under a dry nitrogen atmosphere a mixture of 4-chloro-6,7-dihydro-5H-dibenzo[a,c]cycloheptene (1.6 grams, 0.007 mole), cuprous cyanide (0.95 gram, 0.011 mole), and pyridine (0.8 gram, 0.01 mole) was stirred and heated at 195° for approximately 16 hours. The mixture was cooled, dissolved in methylene chloride (150 ml), and the resultant solution was washed with three 70 ml portions of concentrated ammonium hydroxide. The organic phase was dried over anhydrous magnesium sulfate and filtered. The f... Reactants: COc1cc2c(cc1OC)C(N(CC(=O)OC(C)(C)C)C(=O)C(C)N)CC2, CC(=O)[O-], CC(=O)O, CCO, [Na+], CCOC(=O)C(=O)CCc1ccccc1. Yields the product CCOC(=O)C(CCc1ccccc1)NC(C)C(=O)N(CC(=O)OC(C)(C)C)C1CCc2cc(OC)c(OC)cc21. RXN SMILES: [C:1]([CH3:2])([CH3:3])([CH3:4])[O:5][C:6]([CH2:7][N:8]([CH:9]1[CH2:10][CH2:11][c:12]2[cH:13][c:14]([O:20][CH3:21])[c:15]([O:18][CH3:19])[cH:16][c:17]21)[C:22]([CH:23]([NH2:24])[CH3:25])=[O:26])=[O:27].[CH3:29][C:30](=[O:31])[O-:32].[CH3:33][C:34](=[O:35])[OH:36].[CH3:52][CH2:53][OH:54].[Na+:28].[O:37]=[C:38]([C:39](=[O:40])[O:41][CH2:42][CH3:43])[CH2:44][CH2:45][c:46]1[cH:47][cH:48][cH:49][cH:50][cH:51]1>>[C:1]([CH3:2])([CH3:3])([CH3:4])[O:5][C:6]([CH2:7][N:8]([CH:9]1[CH2:10][CH2:11][c:12]2[cH:13][c:14]([O:20][CH3:21])[c:15]([O:18][CH3:19])[cH:16][c:17]21)[C:22]([CH:23]([NH:24][CH:38]([C:39](=[O:40])[O:41][CH2:42][CH3:43])[CH2:44][CH2:45][c:46]1[cH:47][cH:48][cH:49][cH:50][cH:51]1)[CH3:25])=[O:26])=[O:27]. Starting materials: OCC=1C(=NC=CC1)C=1C=NC=CC1 (3-hydroxymethyl-2,3′-bipyridyl), solution, Cl (hydrogen chloride), O1CCOCC1 (1,4-dioxane). Reagents/catalysts: [Pd] (palladium on activated carbon). Solvent: CO (methanol). Run at time 3 hour. Product: CC=1C(=NC=CC1)C=1C=NC=CC1 (3-Methyl-2,3′-bipyridyl). Yield: 76.1%. As a reaction SMILES: O[CH2:2][C:3]1[C:4]([C:9]2[CH:10]=[N:11][CH:12]=[CH:13][CH:14]=2)=[N:5][CH:6]=[CH:7][CH:8]=1.Cl.O1CCOCC1>[Pd].CO>[CH3:2][C:3]1[C:4]([C:9]2[CH:10]=[N:11][CH:12]=[CH:13][CH:14]=2)=[N:5][CH:6]=[CH:7][CH:8]=1. Reported procedure: A 3-hydroxymethyl-2,3′-bipyridyl (42.3 mg, 0.227 mmole) solution containing methanol (5 ml) and 4N solution of hydrogen chloride in dry 1,4-dioxane (0.57 ml, 2.3 mmole) was hydrogenated in the presence of palladium on activated carbon catalyst (10%, 40 mg) at room temperature and ambient pressure for 3 hours. The catalyst was filtered off, washed with methanol (3×1 ml), and the combined methanolic solutions were evaporated under vacuum. The residue was dissolved in water (2 ml), sodium carbonate...